From a dataset of the Open Reaction Database (ORD), a public repository of structured organic reaction records. describe an organic reaction: reactants, conditions, products, and yield Starting materials: O=C=Nc1ccc(Cl)cc1, NCC1CC(=O)N(Cc2ccccc2)C1, C1COCCO1. Yields the product O=C(NCC1CC(=O)N(Cc2ccccc2)C1)Nc1ccc(Cl)cc1. Reaction SMILES: [Cl:16][c:17]1[cH:18][cH:19][c:20]([N:23]=[C:24]=[O:25])[cH:21][cH:22]1.[NH2:1][CH2:2][CH:3]1[CH2:4][C:5](=[O:15])[N:6]([CH2:8][c:9]2[cH:10][cH:11][cH:12][cH:13][cH:14]2)[CH2:7]1.[O:26]1[CH2:27][CH2:28][O:29][CH2:30][CH2:31]1>>[NH:1]([CH2:2][CH:3]1[CH2:4][C:5](=[O:15])[N:6]([CH2:8][c:9]2[cH:10][cH:11][cH:12][cH:13][cH:14]2)[CH2:7]1)[C:24]([NH:23][c:20]1[cH:19][cH:18][c:17]([Cl:16])[cH:22][cH:21]1)=[O:25]. Starting materials: BrC(C(=O)OC)C1=CC=C(C=C1)OCC(C)OC1=CC=C(C=C1)C(C)(C)C (methyl bromo{p-[2-(p-tert-butylphenoxy)propoxy]phenyl}acetate), FC(C=1C=CC(=CC1)O)(F)F (α,α,α-trifluoro-p-cresol). The solvent is O1CCCC1 (tetrahydrofuran). Product: COC(C(C1=CC=C(C=C1)OCC(C)OC1=CC=C(C=C1)C(C)(C)C)OC1=CC=C(C=C1)C(F)(F)F)=O (Methyl(α,α,α-trifluoro-p-tolyloxy)-{p-[2-(p-tert-butylphenoxy)propoxy]phenyl}acetate). Reaction SMILES: Br[CH:2]([C:7]1[CH:12]=[CH:11][C:10]([O:13][CH2:14][CH:15]([O:17][C:18]2[CH:23]=[CH:22][C:21]([C:24]([CH3:27])([CH3:26])[CH3:25])=[CH:20][CH:19]=2)[CH3:16])=[CH:9][CH:8]=1)[C:3]([O:5][CH3:6])=[O:4].[F:28][C:29]([F:38])([F:37])[C:30]1[CH:31]=[CH:32][C:33]([OH:36])=[CH:34][CH:35]=1>O1CCCC1>[CH3:6][O:5][C:3](=[O:4])[CH:2]([O:36][C:33]1[CH:32]=[CH:31][C:30]([C:29]([F:28])([F:37])[F:38])=[CH:35][CH:34]=1)[C:7]1[CH:12]=[CH:11][C:10]([O:13][CH2:14][CH:15]([O:17][C:18]2[CH:23]=[CH:22][C:21]([C:24]([CH3:27])([CH3:26])[CH3:25])=[CH:20][CH:19]=2)[CH3:16])=[CH:9][CH:8]=1. Reported procedure: As described in Example 71, methyl bromo{p-[2-(p-tert-butylphenoxy)propoxy]phenyl}acetate (0.017 mole) is reacted with 2.75 g of α,α,α-trifluoro-p-cresol in 75 ml of tetrahydrofuran at 80° C. for 24 hrs to give the product as a gum. Reactants: amine, C(C)OC(=O)C=1C2=C(C(=NC1C)OCC)N=NN2CC (4-ethoxy-1-ethyl-6-methyl-1H-1,2,3-triazolo[4,5-c]pyridine-7-carboxylic acid ethyl ester), C(CCC)N (butylamine), C(C)OC1=NC(=C(C2=C1N=NN2CC)C(=O)O)C (4-ethoxy-1-ethyl-6-methyl-1H-1,2,3-triazolo[4,5-c]pyridine-7-carboxylic acid). Product: C(C)OC(=O)C=1C2=C(C(=NC1C)NC(C)C)N=NN2CC (1-Ethyl-6-methyl-4-isopropylamino-1H-1,2,3-triazolo[4,5-c]-pyridine-7-carboxylic acid ethyl ester). RXN SMILES: C(N)CCC.C(OC1C2N=NN(CC)C=2[C:12](C(O)=O)=[C:11]([CH3:23])[N:10]=1)C.[CH2:24]([O:26][C:27]([C:29]1[C:30]2[N:41]([CH2:42][CH3:43])[N:40]=[N:39][C:31]=2[C:32](OCC)=[N:33][C:34]=1[CH3:35])=[O:28])[CH3:25]>>[CH2:24]([O:26][C:27]([C:29]1[C:30]2[N:41]([CH2:42][CH3:43])[N:40]=[N:39][C:31]=2[C:32]([NH:10][CH:11]([CH3:23])[CH3:12])=[N:33][C:34]=1[CH3:35])=[O:28])[CH3:25]. Procedure details: The following additional compounds are obtained by the procedure of Example 2 by substituting the appropriate amine for the butylamine and another product of Example 1 for the 4-ethoxy-1-ethyl-6-methyl-1H-1,2,3-triazolo[4,5-c]pyridine-7-carboxylic acid ethyl ester: The reactants are C(C)OC1=NSC=C1 (3-Ethoxyisothiazole), FS(=O)(=O)OC (methyl fluorosulfonate). Product: FS(=O)(=O)[O-].C(C)OC1=[N+](SC=C1)C (3-ethoxy-2-methylisothiazolium fluorosulfonate). Isolated yield 50.0%. As a reaction SMILES: [CH2:1]([O:3][C:4]1[CH:8]=[CH:7][S:6][N:5]=1)[CH3:2].[F:9][S:10]([O:13][CH3:14])(=[O:12])=[O:11]>>[F:9][S:10]([O-:13])(=[O:12])=[O:11].[CH2:1]([O:3][C:4]1[CH:8]=[CH:7][S:6][N+:5]=1[CH3:14])[CH3:2] |f:2.3|. Reported procedure: 3-Ethoxyisothiazole (2.0 g, 0.015 ml) and 2 ml of methyl fluorosulfonate were heated at 50° for 1 hr. The solid was washed with ether to yield 1.9 g (50%) of 3-ethoxy-2-methylisothiazolium fluorosulfonate, mp 65°-68°. Spectral data (NMR & IR) were consistent with the assigned structure. Starting materials: ClC=1C=CC2=C([C@H](O[C@@H](C(N2CC(C)(C)C)=O)CC(=O)OCC)C2=C(C=C(C=C2)O)OC)C1 (ethyl trans-7-chloro-5-(4-hydroxy-2-methoxyphenyl)-1-neopentyl-2-oxo-1,2,3,5-tetrahydro-4,1-benzoxazepine-3-acetate), C(C)I (ethyl iodide), C([O-])([O-])=O.[K+].[K+] (potassium carbonate), CN(C=O)C (N,N-dimethylformamide). Solvent: O (water). Reaction conditions: time 3 hour. The product is ClC=1C=CC2=C([C@H](O[C@@H](C(N2CC(C)(C)C)=O)CC(=O)OCC)C2=C(C=C(C=C2)OCC)OC)C1 (ethyl trans-7-chloro-5-(4-ethoxy-2-methoxyphenyl)-1-neopentyl-2-oxo-1,2,3,5-tetrahydro-4,1-benzoxazepine-3-acetate). RXN SMILES: [Cl:1][C:2]1[CH:3]=[CH:4][C:5]2[N:11]([CH2:12][C:13]([CH3:16])([CH3:15])[CH3:14])[C:10](=[O:17])[C@@H:9]([CH2:18][C:19]([O:21][CH2:22][CH3:23])=[O:20])[O:8][C@H:7]([C:24]3[CH:29]=[CH:28][C:27]([OH:30])=[CH:26][C:25]=3[O:31][CH3:32])[C:6]=2[CH:33]=1.[CH2:34](I)[CH3:35].C(=O)([O-])[O-].[K+].[K+].CN(C)C=O>O>[Cl:1][C:2]1[CH:3]=[CH:4][C:5]2[N:11]([CH2:12][C:13]([CH3:15])([CH3:14])[CH3:16])[C:10](=[O:17])[C@@H:9]([CH2:18][C:19]([O:21][CH2:22][CH3:23])=[O:20])[O:8][C@H:7]([C:24]3[CH:29]=[CH:28][C:27]([O:30][CH2:34][CH3:35])=[CH:26][C:25]=3[O:31][CH3:32])[C:6]=2[CH:33]=1 |f:2.3.4|. Reported procedure: A mixture of ethyl trans-7-chloro-5-(4-hydroxy-2-methoxyphenyl)-1-neopentyl-2-oxo-1,2,3,5-tetrahydro-4,1-benzoxazepine-3-acetate (0.25 g), ethyl iodide (0.06 ml), potassium carbonate (0.15 g) and N,N-dimethylformamide (200 ml) was stirred for 3 h. The mixture was diluted with water (50 ml) and extracted with ethyl acetate (100 ml). The extract was washed with 1N hydrochloric acid and aqueous sodium bicarbonate, dried over magnesium sulfate and concentrated in vacuo to give ethyl trans-7-chloro-5... Starting materials: Cl.COC([C@H](CC1=CC=C(C=C1)OCC1=CC=C(C=C1)C(C)(C)C)N)=O ((S)-2-amino-3-[4-(4-tert-butyl-benzyloxy)-phenyl]-propionic acid methyl ester-hydrochloride), NC1=C(C(=O)O)C=C(C=C1)Cl (2-amino-5-chloro-benzoic acid), Cl (HCl). The solvent is CCOC(=O)C (EtOAc). Product: COC([C@H](CC1=CC=C(C=C1)OCC1=CC=C(C=C1)C(C)(C)C)NC(C1=C(C=CC(=C1)Cl)N)=O)=O ((S)-2-(2-Amino-5-chloro-benzoylamino)-3-[4-(4-tert-butyl-benzyloxy)-phenyl]-propionic acid methyl ester). Yield: 62.0%. RXN SMILES: Cl.[CH3:2][O:3][C:4](=[O:26])[C@@H:5]([NH2:25])[CH2:6][C:7]1[CH:12]=[CH:11][C:10]([O:13][CH2:14][C:15]2[CH:20]=[CH:19][C:18]([C:21]([CH3:24])([CH3:23])[CH3:22])=[CH:17][CH:16]=2)=[CH:9][CH:8]=1.[NH2:27][C:28]1[CH:36]=[CH:35][C:34]([Cl:37])=[CH:33][C:29]=1[C:30](O)=[O:31].Cl>CCOC(C)=O>[CH3:2][O:3][C:4](=[O:26])[C@@H:5]([NH:25][C:30](=[O:31])[C:29]1[CH:33]=[C:34]([Cl:37])[CH:35]=[CH:36][C:28]=1[NH2:27])[CH2:6][C:7]1[CH:12]=[CH:11][C:10]([O:13][CH2:14][C:15]2[CH:16]=[CH:17][C:18]([C:21]([CH3:22])([CH3:23])[CH3:24])=[CH:19][CH:20]=2)=[CH:9][CH:8]=1 |f:0.1|. Procedure details: (S)-2-(2-Amino-5-chloro-benzoylamino)-3-[4-(4-tert-butyl-benzyloxy)-phenyl]-propionic acid methyl ester (175 mg) was prepared from (S)-2-amino-3-[4-(4-tert-butyl-benzyloxy)-phenyl]-propionic acid methyl ester-hydrochloride (214 mg, 0.57 mmol) and 2-amino-5-chloro-benzoic acid (101 mg) as described in Procedure A, except for an adapted work-up. After reaction completion, the reaction mixture was poured onto 5 mL of 1N HCl and 5 mL of EtOAc. The organic layer was washed with 1N HCl, saturated sodi... Starting materials: ClC1=CC(=C(C=C1NS(=O)(=O)CC)N1C=2N(C(=CC1=O)C(F)(F)F)C=CN2)F (8-(4-chloro-5-ethylsulfonylamino-2-fluorophenyl)-7,8-dihydro-5-trifluoromethylimidazo[1,2-a]pyrimidin-7-one), P12(=S)SP3(=S)SP(=S)(S1)SP(=S)(S2)S3 (diphosphorus pentasulfide). The solvent is C1(=CC=CC=C1)C (toluene). Product: ClC1=CC(=C(C=C1NS(=O)(=O)CC)N1C=2N(C(=CC1=S)C(F)(F)F)C=CN2)F (8-(4-chloro-5-ethylsulfonylamino-2-fluorophenyl)-7,8-dihydro-5-trifluoromethylimidazo[1,2-a]pyrimidine-7-thione). Reaction SMILES: [Cl:1][C:2]1[C:7]([NH:8][S:9]([CH2:12][CH3:13])(=[O:11])=[O:10])=[CH:6][C:5]([N:14]2[C:19](=O)[CH:18]=[C:17]([C:21]([F:24])([F:23])[F:22])[N:16]3[CH:25]=[CH:26][N:27]=[C:15]23)=[C:4]([F:28])[CH:3]=1.P12(SP3(SP(SP(S3)(S1)=S)(=S)S2)=S)=[S:30]>C1(C)C=CC=CC=1>[Cl:1][C:2]1[C:7]([NH:8][S:9]([CH2:12][CH3:13])(=[O:11])=[O:10])=[CH:6][C:5]([N:14]2[C:19](=[S:30])[CH:18]=[C:17]([C:21]([F:24])([F:23])[F:22])[N:16]3[CH:25]=[CH:26][N:27]=[C:15]23)=[C:4]([F:28])[CH:3]=1. Procedure details: A mixture of 8-(4-chloro-5-ethylsulfonylamino-2-fluorophenyl)-7,8-dihydro-5-trifluoromethylimidazo[1,2-a]pyrimidin-7-one (0.6 g), diphosphorus pentasulfide (0.5 g) and toluene (30 ml) was heated to reflux for 3 hours. The solid matter was filtered off and the filtrate was concentrated under reduced pressure. The residue was purified by column chromatography of silica gel (developing solvent: ethyl acetate) to give the compound of interest (0.5 g) as a yellow crystal. The reactants are C(C)OCC (diethyl ether), C(C1=CC=CC=C1)N1C(CC(=NC2=C1C=CC=C2)C)=O (1-benzyl-4-methyl-1,3-dihydro-1,5-benzodiazepin-2(2H)-one). Product: C(C1=CC=CC=C1)N1C(C(C(=NC2=C1C=CC=C2)C)C\C=C\C2=CC=CC=C2)=O (1-Benzyl-4-methyl-3((E)-3-phenyl-2-propen-1-yl)-1,3-dihydro-1,5-benzodiazepin-2(2H)-one). The yield is 69.0%. Reaction SMILES: [CH2:1]([N:8]1[C:14]2[CH:15]=[CH:16][CH:17]=[CH:18][C:13]=2[N:12]=[C:11]([CH3:19])[CH2:10][C:9]1=[O:20])[C:2]1[CH:7]=[CH:6][CH:5]=[CH:4][CH:3]=1.C(O[CH2:24][CH3:25])C>>[CH2:1]([N:8]1[C:14]2[CH:15]=[CH:16][CH:17]=[CH:18][C:13]=2[N:12]=[C:11]([CH3:19])[CH:10]([CH2:7]/[CH:6]=[CH:5]/[C:25]2[CH:24]=[CH:4][CH:3]=[CH:2][CH:1]=2)[C:9]1=[O:20])[C:2]1[CH:3]=[CH:4][CH:5]=[CH:6][CH:7]=1. Reported procedure: Using 1-benzyl-4-methyl-1,3-dihydro-1,5-benzodiazepin-2(2H)-one, the title compound was synthesized in substantially the same manner as in Working Example 21 in a yield of 69%, m.p. 152°-154° C. (diethyl ether). Reactants: CN(C(=O)C1=CC2=C(N=C(N=C2)NC2=NC=C(C=C2)N2CCNCC2)N1C1CCCC1)C (7-cyclopentyl-2-(5-piperazin-1-yl-pyridin-2-ylamino)-7H-pyrrolo[2,3-d]pyrimidine-6-carboxylic acid dimethylamide), N1(CCOCC1)C(=O)Cl (morpholine-4-carbonyl chloride). Yields the product CN(C(=O)C1=CC2=C(N=C(N=C2)NC2=NC=C(C=C2)N2CCN(CC2)C(=O)N2CCOCC2)N1C1CCCC1)C (7-cyclopentyl-2-{5-[4-(morpholine-4-carbonyl)-piperazin-1-yl]-pyridin-2-ylamino}-7H-pyrrolo[2,3-d]pyrimidine-6-carboxylic acid dimethylamide). Yield: 63.5%. Reaction SMILES: [CH3:1][N:2]([CH3:32])[C:3]([C:5]1[N:26]([CH:27]2[CH2:31][CH2:30][CH2:29][CH2:28]2)[C:8]2[N:9]=[C:10]([NH:13][C:14]3[CH:19]=[CH:18][C:17]([N:20]4[CH2:25][CH2:24][NH:23][CH2:22][CH2:21]4)=[CH:16][N:15]=3)[N:11]=[CH:12][C:7]=2[CH:6]=1)=[O:4].[N:33]1([C:39](Cl)=[O:40])[CH2:38][CH2:37][O:36][CH2:35][CH2:34]1>>[CH3:1][N:2]([CH3:32])[C:3]([C:5]1[N:26]([CH:27]2[CH2:31][CH2:30][CH2:29][CH2:28]2)[C:8]2[N:9]=[C:10]([NH:13][C:14]3[CH:19]=[CH:18][C:17]([N:20]4[CH2:21][CH2:22][N:23]([C:39]([N:33]5[CH2:38][CH2:37][O:36][CH2:35][CH2:34]5)=[O:40])[CH2:24][CH2:25]4)=[CH:16][N:15]=3)[N:11]=[CH:12][C:7]=2[CH:6]=1)=[O:4]. Procedure: Following General Procedure G, 7-cyclopentyl-2-(5-piperazin-1-yl-pyridin-2-ylamino)-7H-pyrrolo[2,3-d]pyrimidine-6-carboxylic acid dimethylamide (100 mg, 0.230 mmol) and morpholine-4-carbonyl chloride (38 mg, 0.690 mmol) gave 7-cyclopentyl-2-{5-[4-(morpholine-4-carbonyl)-piperazin-1-yl]-pyridin-2-ylamino}-7H-pyrrolo[2,3-d]pyrimidine-6-carboxylic acid dimethylamide (80 mg, 62%). MS (ESI) m/z 548.3 (M+H)+